Dataset: the Open Reaction Database (ORD), a public repository of structured organic reaction records. Task: describe an organic reaction: reactants, conditions, products, and yield Starting materials: N(=O)OCCCC (n-butyl nitrite), Cl (hydrogen chloride), CC(C)(C(CC)=O)C (2,2-dimethyl-3-pentanone). The solvent is C(C)OCC (diethyl ether), C(C)OCC (diethyl ether), C1(=CC=CC=C1)C (toluene). Run at temperature -10 celsius, time 4 hour. Product: ON=C(C(C(C)(C)C)=O)C (4-hydroxyimino-2,2-dimethylpentan-3-one). Isolated yield 54.9%. RXN SMILES: Cl.[CH3:2][C:3]([CH3:9])([C:5](=[O:8])[CH2:6][CH3:7])[CH3:4].[N:10](OCCCC)=[O:11]>C(OCC)C.C1(C)C=CC=CC=1>[OH:11][N:10]=[C:6]([CH3:7])[C:5](=[O:8])[C:3]([CH3:9])([CH3:4])[CH3:2]. Procedure: A solution of 40 g of hydrogen chloride in 156 g of diethyl ether is added dropwise at room temperature to 96 g (0.84 mol) of 2,2-dimethyl-3-pentanone in 960 g of toluene. After cooling to -10° C., a solution of 95 g of n-butyl nitrite in 470 g of diethyl ether is added dropwise. The mixture is stirred at from -10° C. to 0° C. for 4 hours and then allowed to come to room temperature. After a total of 16 h, the reaction mixture is washed three times with 1 l of ice-water each time and then extrac...